This data is from the Open Reaction Database (ORD), a public repository of structured organic reaction records. The task is: describe an organic reaction: reactants, conditions, products, and yield Reactants: F[C@H]1C[C@H](N(C1)C(CNC(CO)(C)C)=O)C#N ((2S,4S)-4-Fluoro-1-{[(2-hydroxy-1,1-dimethylethyl)amino]acetyl}pyrrolidine-2-carbonitrile), C(C)(C)OC(C)C (isopropyl ether), O.C1(=CC=CC=C1)S(=O)(=O)O (benzenesulfonic acid monohydrate). Run in CO (methanol), CO (methanol). Yields the product C1(=CC=CC=C1)S(=O)(=O)O.F[C@H]1C[C@H](N(C1)C(CNC(CO)(C)C)=O)C#N ((2S,4S)-4-fluoro-1-{[(2-hydroxy-1,1-dimethylethyl)amino]acetyl}pyrrolidine-2-carbonitrile monobenzenesulfonate). Isolated yield 94.2%. Reaction SMILES: [F:1][C@@H:2]1[CH2:6][N:5]([C:7](=[O:15])[CH2:8][NH:9][C:10]([CH3:14])([CH3:13])[CH2:11][OH:12])[C@H:4]([C:16]#[N:17])[CH2:3]1.O.[C:19]1([S:25]([OH:28])(=[O:27])=[O:26])[CH:24]=[CH:23][CH:22]=[CH:21][CH:20]=1.C(OC(C)C)(C)C>CO>[C:19]1([S:25]([OH:28])(=[O:27])=[O:26])[CH:24]=[CH:23][CH:22]=[CH:21][CH:20]=1.[F:1][C@@H:2]1[CH2:6][N:5]([C:7](=[O:15])[CH2:8][NH:9][C:10]([CH3:14])([CH3:13])[CH2:11][OH:12])[C@H:4]([C:16]#[N:17])[CH2:3]1 |f:1.2,5.6|. Procedure details: (2S,4S)-4-Fluoro-1-{[(2-hydroxy-1,1-dimethylethyl)amino]acetyl}pyrrolidine-2-carbonitrile (222 g) was suspended in methanol (3330 mL). While stirring this suspension at room temperature, a methanol solution of benzenesulfonic acid monohydrate (169 g) was gradually added dropwise. After the reaction mixture was stirred at room temperature for 15 minutes, isopropyl ether (3670 mL) was added and stirred at room temperature for 2.5 hours. The precipitated crystal was collected by filtration to give ...